Dataset: the Open Reaction Database (ORD), a public repository of structured organic reaction records. Task: describe an organic reaction: reactants, conditions, products, and yield The reactants are NCCC1=CC=C(C=C1)NC1CCN(CC1)S(=O)(=O)C1=CC=C(C=C1)C (N-[4-(2-Aminoethyl)phenyl]-1-[(4-methylphenyl)sulfonyl]-4 piperidinamine), C(C)(C)(C)[Si](C1=CC=CC=C1)(C1=CC=CC=C1)OC1=CC=C(C=C1)OCC1OC1 (tert-butyl-(4-oxiranylmethoxy-phenoxy)-diphenyl-silane). Product: O[C@H](COC1=CC=C(C=C1)O)CNCCC1=CC=C(C=C1)NC1CCN(CC1)S(=O)(=O)C1=CC=C(C=C1)C (4-[(2S)-2-Hydroxy-3-(2-{4-[1-(toluene-4-sulfonyl)-piperidin-4-ylamino]-phenyl]-ethylamino)-propoxy}-phenol). The yield is 26.9%. RXN SMILES: [NH2:1][CH2:2][CH2:3][C:4]1[CH:9]=[CH:8][C:7]([NH:10][CH:11]2[CH2:16][CH2:15][N:14]([S:17]([C:20]3[CH:25]=[CH:24][C:23]([CH3:26])=[CH:22][CH:21]=3)(=[O:19])=[O:18])[CH2:13][CH2:12]2)=[CH:6][CH:5]=1.C([Si]([O:44][C:45]1[CH:50]=[CH:49][C:48]([O:51][CH2:52][CH:53]2[CH2:55][O:54]2)=[CH:47][CH:46]=1)(C1C=CC=CC=1)C1C=CC=CC=1)(C)(C)C>>[OH:54][C@@H:53]([CH2:55][NH:1][CH2:2][CH2:3][C:4]1[CH:9]=[CH:8][C:7]([NH:10][CH:11]2[CH2:12][CH2:13][N:14]([S:17]([C:20]3[CH:21]=[CH:22][C:23]([CH3:26])=[CH:24][CH:25]=3)(=[O:19])=[O:18])[CH2:15][CH2:16]2)=[CH:6][CH:5]=1)[CH2:52][O:51][C:48]1[CH:49]=[CH:50][C:45]([OH:44])=[CH:46][CH:47]=1. Procedure: N-[4-(2-Aminoethyl)phenyl]-1-[(4-methylphenyl)sulfonyl]-4 piperidinamine (0.275 g, 0.65 mmol) was reacted with tert-butyl-(4-oxiranylmethoxy-phenoxy)-diphenyl-silane (0.251 g, 0.62 mmol) according to Procedure G to give the title compound (0.130 g, 0.167 mmol). Reactants: Cl.CC1(C=2C=CC(=CC2C(CC1)(C)C)C=1OC=C(N1)C1CCNCC1)C (4-[2-(5,5,8,8-tetramethyl-5,6,7,8-tetrahydronaphthalen-2-yl)oxazol-4-yl]piperidine hydrochloride), OCCCCC=O (5-hydroxypentanal). Product: CC1(C=2C=CC(=CC2C(CC1)(C)C)C=1OC=C(N1)C1CCN(CC1)CCCCCO)C (5-{4-[2-(5,5,8,8-tetramethyl-5,6,7,8-tetrahydronaphthalen-2-yl)oxazol-4-yl]piperidin-1-yl}pentan-1-ol). RXN SMILES: Cl.[CH3:2][C:3]1([CH3:26])[CH2:12][CH2:11][C:10]([CH3:14])([CH3:13])[C:9]2[CH:8]=[C:7]([C:15]3[O:16][CH:17]=[C:18]([CH:20]4[CH2:25][CH2:24][NH:23][CH2:22][CH2:21]4)[N:19]=3)[CH:6]=[CH:5][C:4]1=2.[OH:27][CH2:28][CH2:29][CH2:30][CH2:31][CH:32]=O>>[CH3:2][C:3]1([CH3:26])[CH2:12][CH2:11][C:10]([CH3:13])([CH3:14])[C:9]2[CH:8]=[C:7]([C:15]3[O:16][CH:17]=[C:18]([CH:20]4[CH2:25][CH2:24][N:23]([CH2:32][CH2:31][CH2:30][CH2:29][CH2:28][OH:27])[CH2:22][CH2:21]4)[N:19]=3)[CH:6]=[CH:5][C:4]1=2 |f:0.1|. Reported procedure: The preparation was carried out as already described via a reductive amination starting from 200 mg (0.32 mmol) of 4-[2-(5,5,8,8-tetramethyl-5,6,7,8-tetrahydronaphthalen-2-yl)oxazol-4-yl]piperidine hydrochloride and 65 mg (0.64 mmol) of 5-hydroxypentanal. The product was purified by means of preparative HPLC and converted into the hydrochloride by treatment with methanolic HCl. The reactants are C1CCOC1, CN(C)c1ccncc1, O=C1OC(=O)c2cc(Cl)c(Cl)cc21, Nc1cccc(C=C2SC(=O)NC2=O)c1. Product: O=C1NC(=O)C(=Cc2cccc(NC(=O)c3cc(Cl)c(Cl)cc3C(=O)O)c2)S1. Reaction SMILES: [CH2:29]1[O:30][CH2:31][CH2:32][CH2:33]1.[CH3:34][N:35]([c:36]1[cH:37][cH:38][n:39][cH:40][cH:41]1)[CH3:42].[Cl:16][c:17]1[cH:18][c:19]2[c:20]([cH:26][c:27]1[Cl:28])[C:21](=[O:22])[O:23][C:24]2=[O:25].[NH2:1][c:2]1[cH:3][c:4]([CH:5]=[C:6]2[C:7](=[O:12])[NH:8][C:9](=[O:11])[S:10]2)[cH:13][cH:14][cH:15]1>>[NH:1]([c:2]1[cH:3][c:4]([CH:5]=[C:6]2[C:7](=[O:12])[NH:8][C:9](=[O:11])[S:10]2)[cH:13][cH:14][cH:15]1)[C:24]([c:19]1[cH:18][c:17]([Cl:16])[c:27]([Cl:28])[cH:26][c:20]1[C:21](=[O:22])[OH:23])=[O:25]. RXN SMILES: [CH3:1][NH:2][C:3]1[CH:8]=[CH:7][CH:6]=[CH:5][CH:4]=1.[CH3:9][O:10][C:11]1[CH:16]=[CH:15][C:14]([C:17]2[CH:22]=[CH:21][C:20]([S:23]([NH:26][CH:27]([CH2:32][CH:33]3[O:35]C3)[C:28]([O:30]C)=[O:29])(=[O:25])=[O:24])=[CH:19][CH:18]=2)=[CH:13][CH:12]=1>>[CH3:9][O:10][C:11]1[CH:12]=[CH:13][C:14]([C:17]2[CH:18]=[CH:19][C:20]([S:23]([NH:26][CH:27]([CH2:32][CH:33]([OH:35])[CH2:1][NH:2][C:3]3[CH:8]=[CH:7][CH:6]=[CH:5][CH:4]=3)[C:28]([OH:30])=[O:29])(=[O:24])=[O:25])=[CH:21][CH:22]=2)=[CH:15][CH:16]=1. The product is COC1=CC=C(C=C1)C1=CC=C(C=C1)S(=O)(=O)NC(C(=O)O)CC(CNC1=CC=CC=C1)O (2-[(4′-Methoxy[1,1′-biphenyl]-4-yl)sulfonyl]amino-4-hydroxy-5-(phenylamino)-pentanoic acid). Reactants: CNC1=CC=CC=C1 (N-methylaniline), COC1=CC=C(C=C1)C1=CC=C(C=C1)S(=O)(=O)NC(C(=O)OC)CC1CO1 (methyl 2-[(4′-methoxy[1,1′-biphenyl]-4-yl)sulfonyl]amino-4,5-epoxypentanoate), compound 19. Procedure details: Example 21 is prepared from N-methylaniline and 1d using the procedure described for compound 19. Reactants: C(C)OC(C1=C(C(=CC=C1)N)O)=O (3-amino-2-hydroxybenzoic acid ethyl ester), C(=O)([O-])[O-].[K+].[K+] (K2CO3), BrC(C)Br (Dibromoethane). Run in CN(C=O)C (dimethylformamide). Conditions: time 10 minute. The product is C(C)OC(=O)C1=CC=CC2=C1OCCN2 (3,4-dihydro-2H-benzo[b][1,4]oxazine-8-carboxylic acid ethyl ester). Yield: 89.3%. Reaction SMILES: [CH2:1]([O:3][C:4](=[O:13])[C:5]1[CH:10]=[CH:9][CH:8]=[C:7]([NH2:11])[C:6]=1[OH:12])[CH3:2].C([O-])([O-])=O.[K+].[K+].Br[CH:21](Br)[CH3:22]>CN(C)C=O>[CH2:1]([O:3][C:4]([C:5]1[C:6]2[O:12][CH2:21][CH2:22][NH:11][C:7]=2[CH:8]=[CH:9][CH:10]=1)=[O:13])[CH3:2] |f:1.2.3|. Procedure details: To a solution of ethyl ester 3.6 g (20 mmol) of step 2 in dimethylformamide 30 mL was added K2CO3 5.5 g (40 mmol), followed by stirring at room temperature for 10 min. Dibromoethane 1.9 mL (22 mmol) was added dropwise to the reaction mixture which was then stirred for 3 hours under reflux. The reaction mixture was cooled to room temperature, concentrated in a vacuum, diluted with ethylacetate, and washed with a saturated sodium bicarbonate solution and a saturated NaCl solution. The resulting re... Starting materials: COCOC(=O)c1cccc2c(CC(C)(C)NC(=O)OC(C)(C)C)c[nH]c12, CS(N)(=O)=O, C[Al](C)C, ClCCl. Product: CC(C)(Cc1c[nH]c2c(C(=O)OCNS(C)(=O)=O)cccc12)NC(=O)OC(C)(C)C. As a reaction SMILES: [C:10]([CH3:11])([CH3:12])([CH3:13])[O:14][C:15]([NH:16][C:17]([CH2:18][c:19]1[cH:20][nH:21][c:22]2[c:23]([C:28](=[O:29])[O:30][CH2:31][O:32][CH3:33])[cH:24][cH:25][cH:26][c:27]12)([CH3:34])[CH3:35])=[O:36].[CH3:1][S:2](=[O:3])(=[O:4])[NH2:5].[CH3:6][Al:7]([CH3:8])[CH3:9].[Cl:37][CH2:38][Cl:39]>>[CH3:1][S:2](=[O:3])(=[O:4])[NH:5][CH2:31][O:30][C:28]([c:23]1[c:22]2[nH:21][cH:20][c:19]([CH2:18][C:17]([NH:16][C:15]([O:14][C:10]([CH3:11])([CH3:12])[CH3:13])=[O:36])([CH3:34])[CH3:35])[c:27]2[cH:26][cH:25][cH:24]1)=[O:29].